Dataset: the Open Reaction Database (ORD), a public repository of structured organic reaction records. Task: describe an organic reaction: reactants, conditions, products, and yield Reactants: [N+](=O)([O-])C=1C=CC2=C(NC(O2)=S)C1 (5-Nitro-3H-benzooxazole-2-thione), C1CCOC1 (THF), [H-].[Na+] (NaH). The reagents and catalysts are ICC (iodoethane). Conditions: temperature 0 celsius, time 10 minute. Product: C(C)SC=1OC2=C(N1)C=C(C=C2)[N+](=O)[O-] (2-Ethylsulfanyl-5-nitrobenzooxazole). The yield is 41.0%. Reaction SMILES: [N+:1]([C:4]1[CH:5]=[CH:6][C:7]2[O:11][C:10](=[S:12])[NH:9][C:8]=2[CH:13]=1)([O-:3])=[O:2].[H-].[Na+].[CH2:16]1COC[CH2:17]1>ICC>[CH2:16]([S:12][C:10]1[O:11][C:7]2[CH:6]=[CH:5][C:4]([N+:1]([O-:3])=[O:2])=[CH:13][C:8]=2[N:9]=1)[CH3:17] |f:1.2|. Procedure details: Dissolve 5-Nitro-3H-benzooxazole-2-thione (10.58 g, 53.9 mmol) in anhydrous THF (300 mL). Cool the mixture to 0° C. in an ice bath. Add NaH (4.90 g, 60% dispersion in mineral oil) slowly. Stir the resulting mixture at 0° C. for 10 min. Add iodoethane (20.0 mL, 0.250 mmol) to the stirring mixture. Allow the mixture to warm to room temperature and stir overnight. Adsorb the reaction mixture onto silica gel and subject to flash column chromatography in 2 batches (330 g, 120 g columns, eluting with ...